This data is from the Open Reaction Database (ORD), a public repository of structured organic reaction records. The task is: describe an organic reaction: reactants, conditions, products, and yield The reactants are C(#N)C=1C=C(N2C1C1(CCN(CC1)C(=O)OC(C)(C)C)N(CC2)C)C(F)(F)F (tert-butyl 8-cyano-2-methyl-6-(trifluoromethyl)spiro[3,4-dihydropyrrolo[1,2-a]pyrazine-1,4′-piperidine]-1′-carboxylate), Cl (HCl), O1CCOCC1 (dioxane). The solvent is C(Cl)Cl (DCM). Reaction conditions: time 30 minute. Product: Cl.Cl.CN1C2(C=3N(CC1)C(=CC3C#N)C(F)(F)F)CCNCC2 (2′-Methyl-6′-(trifluoromethyl)-3′,4′-dihydro-2′H-spiro[piperidine-4,1′-pyrrolo[1,2-a]pyrazine]-8′-carbonitrile dihydrochloride). Reaction SMILES: [C:1]([C:3]1[CH:4]=[C:5]([C:25]([F:28])([F:27])[F:26])[N:6]2[CH2:23][CH2:22][N:21]([CH3:24])[C:8]3([CH2:13][CH2:12][N:11](C(OC(C)(C)C)=O)[CH2:10][CH2:9]3)[C:7]=12)#[N:2].[ClH:29].O1CCOCC1>C(Cl)Cl>[ClH:29].[ClH:29].[CH3:24][N:21]1[CH2:22][CH2:23][N:6]2[C:5]([C:25]([F:28])([F:26])[F:27])=[CH:4][C:3]([C:1]#[N:2])=[C:7]2[C:8]21[CH2:13][CH2:12][NH:11][CH2:10][CH2:9]2 |f:4.5.6|. Reported procedure: To a solution of tert-butyl 8-cyano-2-methyl-6-(trifluoromethyl)spiro[3,4-dihydropyrrolo[1,2-a]pyrazine-1,4′-piperidine]-1′-carboxylate (278.9 mg, 0.7 mmol) in DCM (4 mL) was added HCl in dioxane (2 mL of 4 M, 8.0 mmol). The mixture was stirred at room temperature for 30 min. The solvent was evaporated and the crude material was used directly in next step without further purification. ESI-MS m/z calc. 298.1, found 299.5 (M+1)+; Retention time: 0.88 minutes (3 minute run). The reactants are ClC=1C=C(C=CC1O)CC(=O)OCC (ethyl 2-(3-chloro-4-hydroxyphenyl)acetate), C(=O)([O-])[O-].[K+].[K+] (K2CO3), ClCC1=NC2=CC=CC=C2C=C1 (2-(chloromethyl)quinoline). The solvent is CN(C)C=O (DMF). Run at time 10 minute. The product is ClC=1C=C(C=CC1OCC1=NC2=CC=CC=C2C=C1)CC(=O)OCC (ethyl 2-(3-chloro-4-(quinolin-2-ylmethoxy)phenyl)acetate). Isolated yield 46.8%. As a reaction SMILES: [Cl:1][C:2]1[CH:3]=[C:4]([CH2:9][C:10]([O:12][CH2:13][CH3:14])=[O:11])[CH:5]=[CH:6][C:7]=1[OH:8].C([O-])([O-])=O.[K+].[K+].Cl[CH2:22][C:23]1[CH:32]=[CH:31][C:30]2[C:25](=[CH:26][CH:27]=[CH:28][CH:29]=2)[N:24]=1>CN(C=O)C>[Cl:1][C:2]1[CH:3]=[C:4]([CH2:9][C:10]([O:12][CH2:13][CH3:14])=[O:11])[CH:5]=[CH:6][C:7]=1[O:8][CH2:22][C:23]1[CH:32]=[CH:31][C:30]2[C:25](=[CH:26][CH:27]=[CH:28][CH:29]=2)[N:24]=1 |f:1.2.3|. Procedure: To a solution of compound ethyl 2-(3-chloro-4-hydroxyphenyl)acetate (2.0 g, 0.009 mol) in DMF (10 mL) was added K2CO3 (3.8 g, 0.02 mol) at RT. The reaction mixture was stirred for 10 minutes and then 2-(chloromethyl)quinoline (1.2 g, 0.19 mol) was added. The reaction mixture was refluxed for 16 h, quenched with ice water and filtered. The residue that was obtained was extracted with DCM (2×100 mL). The combined organic layers were washed with water and brine, dried over Na2SO4, and concentrated ...